This data is from the Open Reaction Database (ORD), a public repository of structured organic reaction records. The task is: describe an organic reaction: reactants, conditions, products, and yield Reactants: Cl.Cl.N1(CCCCC1)CC=1C=C(CSC(N)=N)C=CC1 (2-(3-piperidinomethylbenzyl)isothiourea dihydrochloride), ClCCC#N (3-chloropropionitrile), [OH-].[Na+] (sodium hydroxide). Run in O (water), C(C)O (ethanol). Conditions: temperature 20 celsius. Product: N1(CCCCC1)CC=1C=C(CSCCC#N)C=CC1 (3-(3-piperidinomethylbenzylthio)propionitrile). RXN SMILES: Cl.Cl.[N:3]1([CH2:9][C:10]2[CH:11]=[C:12]([CH:18]=[CH:19][CH:20]=2)[CH2:13][S:14][C:15](=N)N)[CH2:8][CH2:7][CH2:6][CH2:5][CH2:4]1.ClC[CH2:23][C:24]#[N:25].[OH-].[Na+]>O.C(O)C>[N:3]1([CH2:9][C:10]2[CH:11]=[C:12]([CH:18]=[CH:19][CH:20]=2)[CH2:13][S:14][CH2:15][CH2:23][C:24]#[N:25])[CH2:8][CH2:7][CH2:6][CH2:5][CH2:4]1 |f:0.1.2,4.5|. Procedure details: A stirred solution of the above isothiourea (1.2 g) and 3-chloropropionitrile (0.4 ml) in a mixture of water (7 ml) and ethanol (5 ml) was treated at 0°-5° C. with 2.5N sodium hydroxide (5.3 ml). The reaction mixture was stirred at 0°-5° C. for a further hour and then allowed to warm to 20° C. The reaction mixture was extracted with ethyl acetate and the extracts washed with water, dried and evaporated to provide 3-(3-piperidinomethylbenzylthio)propionitrile as an oil.